From a dataset of the Open Reaction Database (ORD), a public repository of structured organic reaction records. describe an organic reaction: reactants, conditions, products, and yield The reactants are CCN(C(C)C)C(C)C ((i-Pr)2NEt), C(=O)(Cl)Cl (phosgene), C(CCCCC)NC (N-hexylmethylamine). Solvent: C(C)OCC (diethyl ether). Run at temperature 25 celsius, time 14 hour. Yields the product C(CCCCC)N(C(=O)Cl)C (N-Hexyl-N-methylcarbamyl Chloride). RXN SMILES: CCN(C(C)C)C(C)C.[C:10]([Cl:13])(Cl)=[O:11].[CH2:14]([NH:20][CH3:21])[CH2:15][CH2:16][CH2:17][CH2:18][CH3:19]>C(OCC)C>[CH2:14]([N:20]([CH3:21])[C:10]([Cl:13])=[O:11])[CH2:15][CH2:16][CH2:17][CH2:18][CH3:19]. Reported procedure: To a solution of 0.35 ml of (i-Pr)2NEt in 10 ml of diethyl ether at 0° C. was added phosgene (1.06 ml, 1.93 M solution in toluene) and N-hexylmethylamine (0.31 ml, 2.05 mm). The reaction mixture was allowed to warm up to 25° C., and further stirred at 25° C. for 14 h. The mixture was filtered, and the solvent was removed under vacuum. The product was used for the next step reaction without further purification. 1H NMR (CDCl3): δ 3.42 (m, 2H),.3.07 (s, 3H), 1.59 (m, 2H), 1.31 (m, 6H), 0.90 (m, 3H... Starting materials: O=C1CCC(=O)N1Br, CCOC(=O)C1(c2cc(-c3ccc(O[Si](C(C)C)(C(C)C)C(C)C)cc3)no2)CC1, N#N, CN(C)C=O. Product: CCOC(=O)C1(c2onc(-c3ccc(O[Si](C(C)C)(C(C)C)C(C)C)cc3)c2Br)CC1. RXN SMILES: [Br:33][N:34]1[C:35](=[O:36])[CH2:37][CH2:38][C:39]1=[O:40].[CH2:1]([CH3:2])[O:3][C:4](=[O:5])[C:6]1([c:9]2[cH:10][c:11](-[c:14]3[cH:15][cH:16][c:17]([O:20][Si:21]([CH:22]([CH3:23])[CH3:24])([CH:25]([CH3:26])[CH3:27])[CH:28]([CH3:29])[CH3:30])[cH:18][cH:19]3)[n:12][o:13]2)[CH2:7][CH2:8]1.[N:31]#[N:32].[O:41]=[CH:42][N:43]([CH3:44])[CH3:45]>>[CH2:1]([CH3:2])[O:3][C:4](=[O:5])[C:6]1([c:9]2[c:10]([Br:33])[c:11](-[c:14]3[cH:15][cH:16][c:17]([O:20][Si:21]([CH:22]([CH3:23])[CH3:24])([CH:25]([CH3:26])[CH3:27])[CH:28]([CH3:29])[CH3:30])[cH:18][cH:19]3)[n:12][o:13]2)[CH2:7][CH2:8]1. Reactants: CCOc1cc(C(C)(C)C)ccc1C1=NC(c2ccc(Br)cc2)C(c2ccc(Br)cc2)N1C(=O)Cl, CS(=O)(=O)CCN1CCNCC1, Cl, Cl. The product is CCOc1cc(C(C)(C)C)ccc1C1=NC(c2ccc(Br)cc2)C(c2ccc(Br)cc2)N1C(=O)N1CCN(CCS(C)(=O)=O)CC1, Cl. As a reaction SMILES: [Br:1][c:2]1[cH:3][cH:4][c:5]([CH:8]2[N:9]=[C:10]([c:23]3[c:24]([O:33][CH2:34][CH3:35])[cH:25][c:26]([C:29]([CH3:30])([CH3:31])[CH3:32])[cH:27][cH:28]3)[N:11]([C:20](=[O:21])[Cl:22])[CH:12]2[c:13]2[cH:14][cH:15][c:16]([Br:19])[cH:17][cH:18]2)[cH:6][cH:7]1.[CH3:38][S:39](=[O:40])(=[O:41])[CH2:42][CH2:43][N:44]1[CH2:45][CH2:46][NH:47][CH2:48][CH2:49]1.[ClH:36].[ClH:37]>>[Br:1][c:2]1[cH:3][cH:4][c:5]([CH:8]2[N:9]=[C:10]([c:23]3[c:24]([O:33][CH2:34][CH3:35])[cH:25][c:26]([C:29]([CH3:30])([CH3:31])[CH3:32])[cH:27][cH:28]3)[N:11]([C:20](=[O:21])[N:47]3[CH2:46][CH2:45][N:44]([CH2:43][CH2:42][S:39]([CH3:38])(=[O:40])=[O:41])[CH2:49][CH2:48]3)[CH:12]2[c:13]2[cH:14][cH:15][c:16]([Br:19])[cH:17][cH:18]2)[cH:6][cH:7]1.[ClH:22].